Dataset: the Open Reaction Database (ORD), a public repository of structured organic reaction records. Task: describe an organic reaction: reactants, conditions, products, and yield Starting materials: O=C(c1ncc[nH]1)c1ncc[nH]1, NC(=O)Oc1ccccc1, C1CCOC1, CN1CCOCC1, O=C(Cl)Cl, O=C(OC(Cl)(Cl)Cl)OC(Cl)(Cl)Cl, NC(N)=O, Cc1nc2ccc(NCc3cccc(C(F)(F)F)c3)cc2n(CCN)c1=O. Yields the product Cc1nc2ccc(NCc3cccc(C(F)(F)F)c3)cc2n(CCNC(N)=O)c1=O. Reaction SMILES: [C:21]([c:22]1[nH:23][cH:24][cH:25][n:26]1)([c:27]1[nH:28][cH:29][cH:30][n:31]1)=[O:32].[C:33](=[O:34])([O:35][c:36]1[cH:37][cH:38][cH:39][cH:40][cH:41]1)[NH2:42].[CH2:77]1[O:78][CH2:79][CH2:80][CH2:81]1.[CH3:70][N:71]1[CH2:72][CH2:73][O:74][CH2:75][CH2:76]1.[Cl:5][C:6](=[O:7])[Cl:8].[Cl:9][C:10]([Cl:11])([O:12][C:13](=[O:14])[O:15][C:16]([Cl:17])([Cl:18])[Cl:19])[Cl:20].[NH2:1][C:2]([NH2:3])=[O:4].[NH2:43][CH2:44][CH2:45][n:46]1[c:47](=[O:69])[c:48]([CH3:68])[n:49][c:50]2[cH:51][cH:52][c:53]([NH:56][CH2:57][c:58]3[cH:59][c:60]([C:64]([F:65])([F:66])[F:67])[cH:61][cH:62][cH:63]3)[cH:54][c:55]12>>[NH:1]([C:2]([NH2:3])=[O:4])[CH2:44][CH2:45][n:46]1[c:47](=[O:69])[c:48]([CH3:68])[n:49][c:50]2[cH:51][cH:52][c:53]([NH:56][CH2:57][c:58]3[cH:59][c:60]([C:64]([F:65])([F:66])[F:67])[cH:61][cH:62][cH:63]3)[cH:54][c:55]12. Reactants: CC1=C(OC2=C1C(=CC=C2)O)C(=O)OCC (ethyl 3-methyl-4-hydroxybenzofuran-2-carboxylate), C(=O)([O-])[O-].[K+].[K+] (K2CO3), CI (methyl iodide), Cl (HCl). The solvent is CC(=O)C (acetone), O (water). Run at time 15 hour. Product: CC1=C(OC2=C1C(=CC=C2)OC)C(=O)OCC (ethyl 3-methyl-4-methoxybenzofuran-2-carboxylate). RXN SMILES: [CH3:1][C:2]1[C:6]2[C:7]([OH:11])=[CH:8][CH:9]=[CH:10][C:5]=2[O:4][C:3]=1[C:12]([O:14][CH2:15][CH3:16])=[O:13].[C:17]([O-])([O-])=O.[K+].[K+].CI.Cl>CC(C)=O.O>[CH3:1][C:2]1[C:6]2[C:7]([O:11][CH3:17])=[CH:8][CH:9]=[CH:10][C:5]=2[O:4][C:3]=1[C:12]([O:14][CH2:15][CH3:16])=[O:13] |f:1.2.3|. Procedure: To a solution of ethyl 3-methyl-4-hydroxybenzofuran-2-carboxylate 20 (5.02 g, 22.8 mmol) in acetone (85 mL) was added sequentially K2CO3 (6.3 g, 45.6 mmol) and methyl iodide (6.47 g, 45.6 mmol). The resulting suspension was heated to reflux with stirring for 15 hours, allowed to cool, diluted with water (125 mL), and acidified with 2N HCl (50 mL). The resulting mixture was extracted with ethyl acetate (1×100 mL then 2×50 mL) and the combined extracts were dried and concentrated to a brown oil. C...